This data is from the Open Reaction Database (ORD), a public repository of structured organic reaction records. The task is: describe an organic reaction: reactants, conditions, products, and yield Reactants: ClCCC[Si](C)(C)Cl (3-chloropropylchlorodimethylsilane), O (water), ClCCC[Si](C)(C)Cl (CPCDMSi), C([O-])([O-])=O.[Na+].[Na+] (sodium carbonate). Product: ClCCC[Si](O[Si](C)(C)CCCCl)(C)C (1,3-bis(3-chloropropyl)-1,1,3,3-tetramethyldisiloxane). Yield: 89.0%. As a reaction SMILES: [Cl:1][CH2:2][CH2:3][CH2:4][Si:5](Cl)([CH3:7])[CH3:6].C(=O)([O-])[O-].[Na+].[Na+].[OH2:15]>>[Cl:1][CH2:2][CH2:3][CH2:4][Si:5]([CH3:7])([CH3:6])[O:15][Si:5]([CH2:4][CH2:3][CH2:2][Cl:1])([CH3:7])[CH3:6] |f:1.2.3|. Procedure details: To a triangular flask of 2 l containing 1200 ml of water was added dropwise 342 g of 3-chloropropylchlorodimethylsilane (hereinafter referred to as "CPCDMSi") in an hour while stirring with a magnetic stirrer at a room temperature. After completion of the addition, the reaction mixture was neutralized with sodium carbonate and then extracted three times with each 500 ml of n-hexane. After drying the n-hexane layer with anhydrous magnesium sulfate, n-hexane was removed under reduced pressure. The... Starting materials: C([O-])(O)=O.[Na+] (sodium bicarbonate), [I-].[Li+] (lithium iodide), C(C)C=1C(NC(NC1C(C1=CC(=CC(=C1)C)C)=O)=O)=O (5-ethyl-6-(3,5-dimethylbenzoyl)-2,4-pyrimidinedione), C=1(C(=CC=CC1)S(=O)(=O)OCCC1CCCC1)C (2-(cyclopentyl)ethyl toluenesulfonate). Run in CN(C=O)C (dimethylformamide). Reaction conditions: temperature 90 celsius, time 8 hour. Yields the product C1C(CCC1)C(C)N1C(NC(C(=C1C(C1=CC(=CC(=C1)C)C)=O)CC)=O)=O (1-(2-Cyclopentyl)ethyl-5-ethyl-6-(3,5-dimethylbenzoyl)-2,4-pyrimidinedione). Isolated yield 24.4%. Reaction SMILES: C(=O)(O)[O-].[Na+].[I-].[Li+].[CH2:8]([C:10]1[C:11](=[O:27])[NH:12][C:13](=[O:26])[NH:14][C:15]=1[C:16](=[O:25])[C:17]1[CH:22]=[C:21]([CH3:23])[CH:20]=[C:19]([CH3:24])[CH:18]=1)[CH3:9].C1(C)C(S(O[CH2:38][CH2:39][CH:40]2[CH2:44][CH2:43][CH2:42][CH2:41]2)(=O)=O)=CC=CC=1>CN(C)C=O>[CH2:41]1[CH2:42][CH2:43][CH2:44][CH:40]1[CH:39]([N:14]1[C:15]([C:16](=[O:25])[C:17]2[CH:18]=[C:19]([CH3:24])[CH:20]=[C:21]([CH3:23])[CH:22]=2)=[C:10]([CH2:8][CH3:9])[C:11](=[O:27])[NH:12][C:13]1=[O:26])[CH3:38] |f:0.1,2.3|. Procedure details: A mixture of sodium bicarbonate (0.10 g, 1.2 mmol) and lithium iodide (13 mg, 0.1 mmol) were added to dimethylformamide solution (10 ml) of 5-ethyl-6-(3,5-dimethylbenzoyl)-2,4-pyrimidinedione (0.27 g, 1.0 mmol) and 2-(cyclopentyl)ethyl toluenesulfonate (0.27 g, 1.0 mmol). And then, the reaction mixture was stirred at 90° C. for overnight, concentrated for removement of dimethylformamide, extracted with dichloromethane, dried, filtered and separated by column chromatography to give a white solid ... The solvent is C(C)O (ethanol). As a reaction SMILES: [N:1]1([NH2:11])[C:10]2[C:5](=[CH:6][CH:7]=[CH:8][CH:9]=2)[CH2:4][CH2:3][CH2:2]1.O=[C:13]1[CH2:19][CH2:18][CH2:17][N:16]([C:20]([O:22][CH2:23][C:24]2[CH:29]=[CH:28][CH:27]=[CH:26][CH:25]=2)=[O:21])[CH2:15][CH2:14]1.C(O)(=O)C>C(O)C>[N:1]1([N:11]=[C:13]2[CH2:19][CH2:18][CH2:17][N:16]([C:20]([O:22][CH2:23][C:24]3[CH:25]=[CH:26][CH:27]=[CH:28][CH:29]=3)=[O:21])[CH2:15][CH2:14]2)[C:10]2[C:5](=[CH:6][CH:7]=[CH:8][CH:9]=2)[CH2:4][CH2:3][CH2:2]1. Reported procedure: A solution of 3,4-dihydro-1(2H)-quinolinylamine (2.97 g, 20.1 mmol), benzyl 4-oxo-1-azepanecarboxylate (4.96 g, 20.1 mmol), and glacial acetic acid (0.2 ml) in ethanol (200 ml) was allowed to reflux for 2.5 hours. The reaction was then cooled and evaporated in vacuo. The hydrazone product was purified by flash chromatography (90 g SiO2, 1% MeOH/CH2Cl2) providing benzyl 4-[3,4-dihydro-1(2H)-quinolinylimino]-1-azepanecarboxylate (7.55 g) as an oil. To a solution of benzyl 4-[3,4-dihydro-1(2H)-quin... Yield: 99.5%. Yields the product N1(CCCC2=CC=CC=C12)N=C1CCN(CCC1)C(=O)OCC1=CC=CC=C1 (benzyl 4-[3,4-dihydro-1(2H)-quinolinylimino]-1-azepanecarboxylate). Starting materials: N1(CCCC2=CC=CC=C12)N (3,4-dihydro-1(2H)-quinolinylamine), O=C1CCN(CCC1)C(=O)OCC1=CC=CC=C1 (benzyl 4-oxo-1-azepanecarboxylate), C(C)(=O)O (acetic acid). The reactants are CO[C@@H]1C[C@@H](CCC1)NC1=NC(=NC=C1C(=O)OCC)SC (ethyl 4-((1R,3S)-3-methoxycyclohexylamino)-2-(methylthio)pyrimidine-5-carboxylate), [OH-].[Na+] (sodium hydroxide), C(CC(O)(C(=O)O)CC(=O)O)(=O)O (citric acid). The solvent is C(C)O (ethanol). Run at time 2 hour. Yields the product CO[C@@H]1C[C@@H](CCC1)NC1=NC(=NC=C1C(=O)O)SC (4-((1R,3S)-3-methoxycyclohexylamino)-2-(methylthio)pyrimidine-5-carboxylic acid). Isolated yield 89.5%. RXN SMILES: [CH3:1][O:2][C@H:3]1[CH2:8][CH2:7][CH2:6][C@@H:5]([NH:9][C:10]2[C:15]([C:16]([O:18]CC)=[O:17])=[CH:14][N:13]=[C:12]([S:21][CH3:22])[N:11]=2)[CH2:4]1.[OH-].[Na+].C(O)(=O)CC(CC(O)=O)(C(O)=O)O>C(O)C>[CH3:1][O:2][C@H:3]1[CH2:8][CH2:7][CH2:6][C@@H:5]([NH:9][C:10]2[C:15]([C:16]([OH:18])=[O:17])=[CH:14][N:13]=[C:12]([S:21][CH3:22])[N:11]=2)[CH2:4]1 |f:1.2|. Procedure details: To a stirring solution of ethyl 4-((1R,3S)-3-methoxycyclohexylamino)-2-(methylthio)pyrimidine-5-carboxylate (1.4284 g, 4.39 mmol) in ethanol (12.54 mL) was added aqueous sodium hydroxide solution (1 N, 8.78 mL, 8.78 mmol) and the mixture was stirred for 2 h. The reaction was concentrated, diluted with water (50 mL), and then neutralized while stirring with aqueous citric acid solution (2 M, 5.49 mL, 10.97 mmol). The precipitate was filtered, then washed with water (2×50 mL) and dried to afford 4... Starting materials: C1CCC2=NCCCN2CC1, Cc1cccnc1CO, COCCOC, CS(=O)c1nc(N)nc(-c2ccco2)c1C#N. Reaction SMILES: [CH2:27]1[CH2:28][CH2:29][C:30]2=[N:35][CH2:34][CH2:33][CH2:32][N:31]2[CH2:36][CH2:37]1.[CH3:18][c:19]1[c:20]([CH2:25][OH:26])[n:21][cH:22][cH:23][cH:24]1.[CH3:38][O:39][CH2:40][CH2:41][O:42][CH3:43].[NH2:1][c:2]1[n:3][c:4]([S:15]([CH3:16])=[O:17])[c:5]([C:13]#[N:14])[c:6](-[c:8]2[o:9][cH:10][cH:11][cH:12]2)[n:7]1>>[NH2:1][c:2]1[n:3][c:4]([O:26][CH2:25][c:20]2[c:19]([CH3:18])[cH:24][cH:23][cH:22][n:21]2)[c:5]([C:13]#[N:14])[c:6](-[c:8]2[o:9][cH:10][cH:11][cH:12]2)[n:7]1. Yields the product Cc1cccnc1COc1nc(N)nc(-c2ccco2)c1C#N.